The task is: describe an organic reaction: reactants, conditions, products, and yield. This data is from the Open Reaction Database (ORD), a public repository of structured organic reaction records. The reactants are CCOC(=O)c1c(C(F)(F)F)nc(OC)c(COC(C)OC)c1OC, [Cl-], [Cl-], [Cl-], [Cl-], ClCCl, Cl, [Ti+4]. The product is CCOC(=O)c1c(C(F)(F)F)nc(OC)c(CCl)c1OC. RXN SMILES: [CH3:1][O:2][c:3]1[c:4]([C:21](=[O:22])[O:23][CH2:24][CH3:25])[c:5]([C:17]([F:18])([F:19])[F:20])[n:6][c:7]([O:15][CH3:16])[c:8]1[CH2:9][O:10][CH:11]([O:12][CH3:13])[CH3:14].[Cl-:30].[Cl-:31].[Cl-:32].[Cl-:33].[Cl:27][CH2:28][Cl:29].[ClH:26].[Ti+4:34]>>[CH3:1][O:2][c:3]1[c:4]([C:21](=[O:22])[O:23][CH2:24][CH3:25])[c:5]([C:17]([F:18])([F:19])[F:20])[n:6][c:7]([O:15][CH3:16])[c:8]1[CH2:9][Cl:26]. The reactants are CCOC(C)=O, CO, CCCCCC, ClC(Cl)Cl, O=C1OC(CO)CN1c1cccc(F)c1, Cc1ccc(S(=O)(=O)Cl)cc1, c1ccncc1. The product is Cc1ccc(S(=O)(=O)OCC2CN(c3cccc(F)c3)C(=O)O2)cc1. Reaction SMILES: [C:33]([O:34][CH2:35][CH3:36])(=[O:37])[CH3:38].[CH3:31][OH:32].[CH3:39][CH2:40][CH2:41][CH2:42][CH2:43][CH3:44].[CH:27]([Cl:28])([Cl:29])[Cl:30].[F:1][c:2]1[cH:3][c:4]([N:8]2[C:9](=[O:15])[O:10][CH:11]([CH2:13][OH:14])[CH2:12]2)[cH:5][cH:6][cH:7]1.[c:16]1([CH3:26])[cH:17][cH:18][c:19]([S:22](=[O:23])(=[O:24])[Cl:25])[cH:20][cH:21]1.[cH:45]1[cH:46][cH:47][n:48][cH:49][cH:50]1>>[F:1][c:2]1[cH:3][c:4]([N:8]2[C:9](=[O:15])[O:10][CH:11]([CH2:13][O:14][S:22]([c:19]3[cH:18][cH:17][c:16]([CH3:26])[cH:21][cH:20]3)(=[O:23])=[O:24])[CH2:12]2)[cH:5][cH:6][cH:7]1. The reactants are CCOC(=O)Cl, CCCCCC(O)CCC(=O)OCC=C(C)CCC=C(C)C, c1ccncc1. Yields the product CCCCCC(CCC(=O)OCC=C(C)CCC=C(C)C)OC(=O)OCC. RXN SMILES: [CH2:23]([CH3:24])[O:25][C:26](=[O:27])[Cl:28].[CH3:1][C:2](=[CH:3][CH2:4][O:5][C:6]([CH2:7][CH2:8][CH:9]([CH2:10][CH2:11][CH2:12][CH2:13][CH3:14])[OH:15])=[O:16])[CH2:17][CH2:18][CH:19]=[C:20]([CH3:21])[CH3:22].[cH:29]1[cH:30][cH:31][n:32][cH:33][cH:34]1>>[CH3:1][C:2](=[CH:3][CH2:4][O:5][C:6]([CH2:7][CH2:8][CH:9]([CH2:10][CH2:11][CH2:12][CH2:13][CH3:14])[O:15][C:26]([O:25][CH2:23][CH3:24])=[O:27])=[O:16])[CH2:17][CH2:18][CH:19]=[C:20]([CH3:21])[CH3:22]. The reactants are COS(=O)(=O)c1ccc(C)cc1, CSc1nc2ccccc2s1, CCOCC. Yields the product CSc1sc2ccccc2[n+]1C, Cc1ccc(S(=O)(=O)[O-])cc1. RXN SMILES: [CH3:12][O:13][S:14](=[O:15])(=[O:16])[c:17]1[cH:18][cH:19][c:20]([CH3:23])[cH:21][cH:22]1.[CH3:1][S:2][c:3]1[s:4][c:5]2[c:6]([n:7]1)[cH:8][cH:9][cH:10][cH:11]2.[CH3:24][CH2:25][O:26][CH2:27][CH3:28]>>[CH3:1][S:2][c:3]1[s:4][c:5]2[c:6]([n+:7]1[CH3:12])[cH:8][cH:9][cH:10][cH:11]2.[O:13]=[S:14](=[O:15])([O-:16])[c:17]1[cH:18][cH:19][c:20]([CH3:23])[cH:21][cH:22]1. Reactants: C1CNCCN1, CCO, N#Cc1cc(-c2cc[n+]([O-])cc2)cnc1Cl. Yields the product Cl, N#Cc1cc(-c2cc[n+]([O-])cc2)cnc1N1CCNCC1. RXN SMILES: [CH2:17]1[CH2:18][NH:19][CH2:20][CH2:21][NH:22]1.[CH3:23][CH2:24][OH:25].[Cl:1][c:2]1[n:3][cH:4][c:5](-[c:10]2[cH:11][cH:12][n+:13]([O-:16])[cH:14][cH:15]2)[cH:6][c:7]1[C:8]#[N:9]>>[ClH:1].[c:2]1([N:19]2[CH2:18][CH2:17][NH:22][CH2:21][CH2:20]2)[n:3][cH:4][c:5](-[c:10]2[cH:11][cH:12][n+:13]([O-:16])[cH:14][cH:15]2)[cH:6][c:7]1[C:8]#[N:9]. The reactants are BrC=1C(=NC(=NC1)Cl)Cl (5-Bromo-2,4-dichloropyrimidine), NC1=CC=CC=C1 (aniline). Run in C(C)#N (acetonitrile). Run at time 3 day. The product is BrC=1C(=NC(=NC1)Cl)NC1=CC=CC=C1 ((5-Bromo-2-chloro-pyrimidin-4-yl)-phenyl-amine). As a reaction SMILES: [Br:1][C:2]1[C:3](Cl)=[N:4][C:5]([Cl:8])=[N:6][CH:7]=1.[NH2:10][C:11]1[CH:16]=[CH:15][CH:14]=[CH:13][CH:12]=1>C(#N)C>[Br:1][C:2]1[C:3]([NH:10][C:11]2[CH:16]=[CH:15][CH:14]=[CH:13][CH:12]=2)=[N:4][C:5]([Cl:8])=[N:6][CH:7]=1. Procedure details: A solution of 11.8 g (52.0 mmol) of 5-Bromo-2,4-dichloropyrimidine in 10 ml of acetonitrile at 0° C. is mixed with 4.73 ml (52.0 mmol) of aniline. The batch is stirred for 3 days at room temperature and finally concentrated by evaporation. The remaining residue is purified by chromatography (hexane/ethyl acetate: 3:1 plus 1% triethylamine). 4.94 g (17.4 mmol, corresponding to 33% of theory) of the product is obtained. The reactants are O (water), OC(=C(C#N)C1=CC=CC=C1)C1CCN(CC1)CC1=CC=CC=C1 (α-[hydroxy[1-(phenylmethyl)-4-piperidinyl]methylidene]benzeneacetonitrile), S(O)(O)(=O)=O (sulfuric acid). Solvent: C(C)(=O)O (acetic acid). Yields the product C1(=CC=CC=C1)CC(=O)C1CCN(CC1)CC1=CC=CC=C1 (2-phenyl-1-[1-(phenylmethyl)-4-piperidinyl]ethanone), intermediate 6. Yield: 96.3%. Reaction SMILES: O.S(=O)(=O)(O)O.[OH:7][C:8]([CH:18]1[CH2:23][CH2:22][N:21]([CH2:24][C:25]2[CH:30]=[CH:29][CH:28]=[CH:27][CH:26]=2)[CH2:20][CH2:19]1)=[C:9]([C:12]1[CH:17]=[CH:16][CH:15]=[CH:14][CH:13]=1)C#N>C(O)(=O)C>[C:12]1([CH2:9][C:8]([CH:18]2[CH2:23][CH2:22][N:21]([CH2:24][C:25]3[CH:30]=[CH:29][CH:28]=[CH:27][CH:26]=3)[CH2:20][CH2:19]2)=[O:7])[CH:13]=[CH:14][CH:15]=[CH:16][CH:17]=1. Procedure details: To 200 parts of water were added carefully 200 parts of acetic acid while stirring and cooling. Then there were added dropwise (slowly) 368 parts of sulfuric acid. 90 Parts of α-[hydroxy[1-(phenylmethyl)-4-piperidinyl]methylidene]benzeneacetonitrile were added and the whole was stirred and refluxed overnight. The acetic acid was evaporated and the residue was poured into crushed ice. The mixture was alkalized with concentrate ammonium hydroxide and the oily product was extracted with trichlorome... Reactants: BrC1=CC(=C(C=C1)B(O)O)F ((4-bromo-2-fluorophenyl)boronic acid), BrC1=CC=C(C=N1)OCC1CCN(CC1)C(=O)OC(C)(C)C (1,1-dimethylethyl 4-{[(6-bromo-3-pyridinyl)oxy]methyl}-1-piperidinecarboxylate), C(=O)([O-])[O-].[Na+].[Na+] (Na2CO3). Reagents/catalysts: Cl[Pd]([P](C1=CC=CC=C1)(C2=CC=CC=C2)C3=CC=CC=C3)([P](C4=CC=CC=C4)(C5=CC=CC=C5)C6=CC=CC=C6)Cl (PdCl2(PPh3)2). Run in COCCOC (DME). The product is BrC1=CC(=C(C=C1)C1=CC=C(C=N1)OCC1CCN(CC1)C(=O)OC(C)(C)C)F (1,1-Dimethylethyl 4-({[6-(4-bromo-2-fluorophenyl)-3-pyridinyl]oxy}methyl)-1-piperidinecarboxylate). Yield: 41.5%. Reaction SMILES: [Br:1][C:2]1[CH:7]=[CH:6][C:5](B(O)O)=[C:4]([F:11])[CH:3]=1.Br[C:13]1[N:18]=[CH:17][C:16]([O:19][CH2:20][CH:21]2[CH2:26][CH2:25][N:24]([C:27]([O:29][C:30]([CH3:33])([CH3:32])[CH3:31])=[O:28])[CH2:23][CH2:22]2)=[CH:15][CH:14]=1.C([O-])([O-])=O.[Na+].[Na+]>COCCOC.Cl[Pd](Cl)([P](C1C=CC=CC=1)(C1C=CC=CC=1)C1C=CC=CC=1)[P](C1C=CC=CC=1)(C1C=CC=CC=1)C1C=CC=CC=1>[Br:1][C:2]1[CH:7]=[CH:6][C:5]([C:13]2[N:18]=[CH:17][C:16]([O:19][CH2:20][CH:21]3[CH2:22][CH2:23][N:24]([C:27]([O:29][C:30]([CH3:33])([CH3:32])[CH3:31])=[O:28])[CH2:25][CH2:26]3)=[CH:15][CH:14]=2)=[C:4]([F:11])[CH:3]=1 |f:2.3.4,^1:48,67|. Procedure details: 1,1-Dimethylethyl 4-({[6-(4-bromo-2-fluorophenyl)-3-pyridinyl]oxy}methyl)-1-piperidinecarboxylate (0.23 g, ˜90% purity, 42%) was prepared as a white solid from (4-bromo-2-fluorophenyl)boronic acid (0.30 g, 1.36 mmol), 1,1-dimethylethyl 4-{[(6-bromo-3-pyridinyl)oxy]methyl}-1-piperidinecarboxylate (0.44 g, 1.19 mmol), 2M Na2CO3 (2 mL), and PdCl2(PPh3)2 (85 mg, 0.12 mmol) in DME (4 mL) in a manner similar to Example 21, Step 3. The material was purified by chromatography on a silica gel column elut... Reactants: C(CCCCC(=O)O)(=O)O (Adipic acid), CO (methanol), C1(CCCCC1)O.C1(CCCCC1)=O (cyclohexanol cyclohexanone), [N+](=O)(O)[O-] (nitric acid). The product is C(CCCCC(=O)OC)(=O)OC (dimethyl adipate). Reaction SMILES: C(O)(=O)[CH2:2][CH2:3][CH2:4][CH2:5][C:6]([OH:8])=[O:7].[CH:11]1([OH:17])CCCCC1.[C:18]1(=O)CCCCC1.[N+]([O-])(O)=O.[CH3:29][OH:30]>>[C:6]([O:8][CH3:18])(=[O:7])[CH2:5][CH2:4][CH2:3][CH2:2][C:29]([O:17][CH3:11])=[O:30] |f:1.2|. Reported procedure: Adipic acid, obtainable as product of the oxidation of cyclohexanol/cyclohexanone by means of nitric acid, having a content of 4 ppm of nitrogen is esterified by means of an acidic ion exchanger as catalyst (Amberlite IR 120) and methanol to form dimethyl adipate. After complete esterification and removal of the ion exchanger and excess methanol, the ester is distilled (18 mbar, boiling point: 115° C.) and obtained in a purity of 99.98%. The nitrogen (N) content of the ester was 4 ppm. The dimet... The reactants are FC(C1=NN(C=N1)CC(=O)O)(F)F (2-(3-(trifluoromethyl)-1H-1,2,4-triazol-1-yl)acetic acid), FC1=CC=C(C=C1)N1N=CC=2NCCCC21 (1-(4-fluorophenyl)-4,5,6,7-tetrahydro-1H-pyrazolo[4,3-b]pyridine). The product is FC1=CC=C(C=C1)N1N=CC=2N(CCCC21)C(CN2N=C(N=C2)C(F)(F)F)=O (1-(1-(4-fluorophenyl)-6,7-dihydro-1H-pyrazolo[4,3-b]pyridin-4(5H)-yl)-2-(3-(trifluoromethyl)-1H-1,2,4-triazol-1-yl)ethanone). RXN SMILES: [F:1][C:2]([F:13])([F:12])[C:3]1[N:7]=[CH:6][N:5]([CH2:8][C:9]([OH:11])=O)[N:4]=1.[F:14][C:15]1[CH:20]=[CH:19][C:18]([N:21]2[C:29]3[CH2:28][CH2:27][CH2:26][NH:25][C:24]=3[CH:23]=[N:22]2)=[CH:17][CH:16]=1>>[F:14][C:15]1[CH:16]=[CH:17][C:18]([N:21]2[C:29]3[CH2:28][CH2:27][CH2:26][N:25]([C:9](=[O:11])[CH2:8][N:5]4[CH:6]=[N:7][C:3]([C:2]([F:1])([F:13])[F:12])=[N:4]4)[C:24]=3[CH:23]=[N:22]2)=[CH:19][CH:20]=1. Procedure details: The title compound was prepared from 2-(3-(trifluoromethyl)-1H-1,2,4-triazol-1-yl)acetic acid and 1-(4-fluorophenyl)-4,5,6,7-tetrahydro-1H-pyrazolo[4,3-b]pyridine using General Method B. The product mixture was washed with 2× brine. The reaction slurry was purified by reverse phase HPLC (C18 column, acetonitrile-H2O with 0.1% TFA as eluent) to provide 33 mg of the title compound as a white solid. 1H NMR (400 MHz, CD3OD, mixture of rotamers) δ 8.41 (s, 1H), 8.35 (s, 0.75H), 7.60 (s, 0.25H), 7.43-...